Dataset: the Open Reaction Database (ORD), a public repository of structured organic reaction records. Task: describe an organic reaction: reactants, conditions, products, and yield The reactants are Cc1cc(Nc2cc(Br)cn(C)c2=O)nn1C, CC(=O)OCc1c(B2OC(C)(C)C(C)(C)O2)cccc1N1CCn2c(cc3c2CCCC3)C1=O, CC#N, [K+], [K+], [K+], O, O=P([O-])([O-])[O-]. Yields the product CC(=O)OCc1c(-c2cc(Nc3cc(C)n(C)n3)c(=O)n(C)c2)cccc1N1CCn2c(cc3c2CCCC3)C1=O. As a reaction SMILES: [Br:1][c:2]1[cH:3][c:4]([NH:10][c:11]2[n:12][n:13]([CH3:17])[c:14]([CH3:16])[cH:15]2)[c:5](=[O:9])[n:6]([CH3:8])[cH:7]1.[C:18]([CH3:19])(=[O:20])[O:21][CH2:22][c:23]1[c:24]([N:38]2[C:39](=[O:51])[c:40]3[n:41]([c:42]4[c:47]([cH:48]3)[CH2:46][CH2:45][CH2:44][CH2:43]4)[CH2:49][CH2:50]2)[cH:25][cH:26][cH:27][c:28]1[B:29]1[O:30][C:31]([CH3:32])([CH3:33])[C:34]([CH3:35])([CH3:36])[O:37]1.[CH3:61][C:62]#[N:63].[K+:57].[K+:58].[K+:59].[OH2:60].[P:52]([O-:53])([O-:54])([O-:55])=[O:56]>>[c:2]1(-[c:28]2[c:23]([CH2:22][O:21][C:18]([CH3:19])=[O:20])[c:24]([N:38]3[C:39](=[O:51])[c:40]4[n:41]([c:42]5[c:47]([cH:48]4)[CH2:46][CH2:45][CH2:44][CH2:43]5)[CH2:49][CH2:50]3)[cH:25][cH:26][cH:27]2)[cH:3][c:4]([NH:10][c:11]2[n:12][n:13]([CH3:17])[c:14]([CH3:16])[cH:15]2)[c:5](=[O:9])[n:6]([CH3:8])[cH:7]1.